From a dataset of the Open Reaction Database (ORD), a public repository of structured organic reaction records. describe an organic reaction: reactants, conditions, products, and yield Starting materials: [Br-], CC[Mg+], CCBr, [Cl-], O=C(c1ccc(O)cc1)c1ccc(Cl)cc1, [Mg], [NH4+], O. Product: CCC(O)(c1ccc(O)cc1)c1ccc(Cl)cc1. As a reaction SMILES: [Br-:1].[CH2:2]([CH3:3])[Mg+:4].[CH2:6]([Br:7])[CH3:8].[Cl-:25].[Cl:9][c:10]1[cH:11][cH:12][c:13]([C:14](=[O:15])[c:16]2[cH:17][cH:18][c:19]([OH:22])[cH:20][cH:21]2)[cH:23][cH:24]1.[Mg:5].[NH4+:26].[OH2:27]>>[CH2:2]([CH3:3])[C:14]([c:13]1[cH:12][cH:11][c:10]([Cl:9])[cH:24][cH:23]1)([OH:15])[c:16]1[cH:17][cH:18][c:19]([OH:22])[cH:20][cH:21]1. Starting materials: ClS(=O)(=O)C=1C=C2C(C(N(C2=CC1)C)=O)(Cl)Cl (5-chlorosulfonyl-N-methyl-3,3-dichloro-2-oxindole), C(C1=CC=CC=C1)N (benzyl amine), Cl (hydrochloric acid). Run in C(Cl)Cl (methylene chloride), C(Cl)Cl (methylene chloride). Reaction conditions: time 8 hour. Product: ethyl acetate hexanes, C(C1=CC=CC=C1)NS(=O)(=O)C=1C=C2C(C(N(C2=CC1)C)=O)(Cl)Cl (5-Benzylaminosulfonyl-N-methyl-3,3-dichloro-2-oxindole). The yield is 35.0%. Reaction SMILES: Cl[S:2]([C:5]1[CH:6]=[C:7]2[C:11](=[CH:12][CH:13]=1)[N:10]([CH3:14])[C:9](=[O:15])[C:8]2([Cl:17])[Cl:16])(=[O:4])=[O:3].[CH2:18]([NH2:25])[C:19]1[CH:24]=[CH:23][CH:22]=[CH:21][CH:20]=1.Cl>C(Cl)Cl>[CH2:18]([NH:25][S:2]([C:5]1[CH:6]=[C:7]2[C:11](=[CH:12][CH:13]=1)[N:10]([CH3:14])[C:9](=[O:15])[C:8]2([Cl:17])[Cl:16])(=[O:4])=[O:3])[C:19]1[CH:24]=[CH:23][CH:22]=[CH:21][CH:20]=1. Procedure details: To a solution of 5-chlorosulfonyl-N-methyl-3,3-dichloro-2-oxindole (120 mg, 382 umol) in methylene chloride (5 mL) was added benzyl amine (50 uL, 458 umol) dropwise. After stirring overnight, 3 N hydrochloric acid was added along with an additional volume of methylene chloride (20 mL). The organic layer was dried over magnesium sulfate, filtered, and silica gel flash chromatography (35 to 55% ethyl acetate/hexanes) yielded the title compound. ES (−) MS m/e=383 (M−H).